This data is from the Open Reaction Database (ORD), a public repository of structured organic reaction records. The task is: describe an organic reaction: reactants, conditions, products, and yield Yields the product COC(=O)c1ccc(CNS(C)(=O)=O)cc1. The reactants are CS(=O)(=O)Cl, ClCCl, COC(=O)c1ccc(CN)cc1. RXN SMILES: [CH3:13][S:14]([Cl:15])(=[O:16])=[O:17].[Cl:18][CH2:19][Cl:20].[NH2:1][CH2:2][c:3]1[cH:4][cH:5][c:6]([C:7](=[O:8])[O:9][CH3:10])[cH:11][cH:12]1>>[NH:1]([CH2:2][c:3]1[cH:4][cH:5][c:6]([C:7](=[O:8])[O:9][CH3:10])[cH:11][cH:12]1)[S:14]([CH3:13])(=[O:16])=[O:17]. Reaction conditions: temperature 120 celsius. The product is ClC1=NC=C(C=C1[N+](=O)[O-])C1=CC(=C(C=C1)Cl)Cl (2-Chloro-5-(3,4-dichlorphenyl)-3-nitropyridine). As a reaction SMILES: [Cl:1][C:2]1[CH:3]=[C:4]([C:9]2[CH:10]=[C:11]([N+:16]([O-:18])=[O:17])[C:12](O)=[N:13][CH:14]=2)[CH:5]=[CH:6][C:7]=1[Cl:8].C(=O)([O-])O.[Na+].P(Cl)(Cl)([Cl:26])=O>>[Cl:26][C:12]1[C:11]([N+:16]([O-:18])=[O:17])=[CH:10][C:9]([C:4]2[CH:5]=[CH:6][C:7]([Cl:8])=[C:2]([Cl:1])[CH:3]=2)=[CH:14][N:13]=1 |f:1.2|. Reactants: ice water, ClC=1C=C(C=CC1Cl)C=1C=C(C(=NC1)O)[N+](=O)[O-] (5-(3,4-dichlorphenyl)-2-hydroxy-3-nitropyridine), P(=O)(Cl)(Cl)Cl (phosphorous oxychloride), C(O)([O-])=O.[Na+] (sodium hydrogencarbonate). Procedure: A mixture of 1.6 g of 5-(3,4-dichlorphenyl)-2-hydroxy-3-nitropyridine (starting material G4) and 10 ml of phosphorous oxychloride is heated under reflux to 120° C. for 3 hours. After cooling the mixture is carefully added to ice/water, then neutralized with sodium hydrogencarbonate and extracted three times with ethyl acetate. The combined organic phases are evaporated to dryness and the residue is chromatographed on a silica gel column (ethylacetate/petroleum ether 1:20). Concentration of the c... The reactants are C(CCC)[Li] (n-butyl lithium), [OH-].[Na+] (NaOH), C(C)O[SiH](OCC)OCC (triethoxysilane), C1(=CC=CC=C1)CC(=O)OCC (ethyl 2-phenylethanoate). Reagents/catalysts: [Cl-].[Cl-].[CH-]1C=CC=C1.[CH-]1C=CC=C1.[Ti+2] (titanocene dichloride). The solvent is O.CCOCC (water ether), CCO (EtOH), O1CCCC1 (tetrahydrofuran), CCCCCC (hexane), O1CCCC1 (tetrahydrofuran). Reaction conditions: temperature -78 celsius, time 15 minute. The product is C(CC1=CC=CC=C1)O (phenethyl alcohol). Yield: 81.9%. RXN SMILES: C([Li])CCC.C(O[SiH](OCC)OCC)C.[C:16]1([CH2:22][C:23](OCC)=[O:24])[CH:21]=[CH:20][CH:19]=[CH:18][CH:17]=1.[OH-].[Na+]>[Cl-].[Cl-].[CH-]1C=CC=C1.[CH-]1C=CC=C1.[Ti+2].O.CCOCC.CCO.O1CCCC1.CCCCCC>[CH2:23]([OH:24])[CH2:22][C:16]1[CH:21]=[CH:20][CH:19]=[CH:18][CH:17]=1 |f:3.4,5.6.7.8.9,10.11|. Reported procedure: To a dry Schlenk tube under argon was added 50 mg of titanocene dichloride (0.2 mmol) and 2 mL of tetrahydrofuran. The slurry was cooled to -78° C. in a dry ice/acetone bath and 250 μL of a 1.6M hexane solution of n-butyl lithium. (0.4 mmol) was added. After stirring for 15 minutes, 1.8 mL of triethoxysilane (10 mmol was added, followed by 500 μL ethyl 2-phenylethanoate (3.0 mmol), and the reaction mixture was allowed to warm to room temperature. The reaction mixture bubbled vigorously. When the...